This data is from the Open Reaction Database (ORD), a public repository of structured organic reaction records. The task is: describe an organic reaction: reactants, conditions, products, and yield Reactants: COC(=O)c1cc(C#N)ccc1OC, CCO, [K+], [OH-]. The product is COc1ccc(C#N)cc1C(=O)O. As a reaction SMILES: [C:1](#[N:2])[c:3]1[cH:4][cH:5][c:6]([O:13][CH3:14])[c:7]([C:8](=[O:9])[O:10][CH3:11])[cH:12]1.[CH3:17][CH2:18][OH:19].[K+:16].[OH-:15]>>[C:1](#[N:2])[c:3]1[cH:4][cH:5][c:6]([O:13][CH3:14])[c:7]([C:8](=[O:9])[OH:10])[cH:12]1.